From a dataset of the Open Reaction Database (ORD), a public repository of structured organic reaction records. describe an organic reaction: reactants, conditions, products, and yield Reactants: C1OC=2C=C(C=CC2O1)C1C(C(C2=CC(=CC=C12)OCCC)=O)C(=O)OC (Methyl(1RS,2SR)-1-(3,4-methylenedioxyphenyl)-5-(prop-1-yloxy)-3-oxo-indane-2-carboxylate), DDQ. Solvent: C1(=CC=CC=C1)C (toluene). Run at temperature 80 celsius. The product is COC(=O)C=1C(C2=CC(=CC=C2C1C1=CC2=C(C=C1)OCO2)OCCC)=O (Methyl-3-(3,4-Methylenedioxyphenyl)-6-(prop-1-yloxy)-1-oxo-indene-2-carboxylate). Isolated yield 43.4%. RXN SMILES: [CH2:1]1[O:9][C:8]2[CH:7]=[CH:6][C:5]([CH:10]3[C:18]4[C:13](=[CH:14][C:15]([O:19][CH2:20][CH2:21][CH3:22])=[CH:16][CH:17]=4)[C:12](=[O:23])[CH:11]3[C:24]([O:26][CH3:27])=[O:25])=[CH:4][C:3]=2[O:2]1>C1(C)C=CC=CC=1>[CH3:27][O:26][C:24]([C:11]1[C:12](=[O:23])[C:13]2[C:18]([C:10]=1[C:5]1[CH:6]=[CH:7][C:8]3[O:9][CH2:1][O:2][C:3]=3[CH:4]=1)=[CH:17][CH:16]=[C:15]([O:19][CH2:20][CH2:21][CH3:22])[CH:14]=2)=[O:25]. Procedure details: Methyl(1RS,2SR)-1-(3,4-methylenedioxyphenyl)-5-(prop-1-yloxy)-3-oxo-indane-2-carboxylate (26.2 g, 71 mmol) was dissolved in toluene (250 mL) and DDQ (dichlorodicyano-quinone) (16.5 g, 71 mmol) was added. The mixture was heated at 80° C. for 2 h. then cooled, filtered and the solvent removed in vacuo. The product was purified by flash column chromatography on silica gel (eluant: EtOAc/hexane, 20:80) to give the title compound as an orange solid (11.3 g, 44 %); m.p. 125°-126° C. Anal. Calc. for C2... Reactants: C(C1=CC=CC=C1)OC1=C(CO)C=C(C=C1)C(C)(C)C (2-(benzyloxy)-5-tert-butylbenzyl alcohol), O=S(Cl)Cl (SOCl2). The solvent is C(Cl)Cl (DCM). Conditions: temperature 20 celsius, time 2 hour. The product is C(C1=CC=CC=C1)OC1=C(CCl)C=C(C=C1)C(C)(C)C (2-(benzyloxy)-5-tert-butylbenzyl chloride). Reaction SMILES: [CH2:1]([O:8][C:9]1[CH:16]=[CH:15][C:14]([C:17]([CH3:20])([CH3:19])[CH3:18])=[CH:13][C:10]=1[CH2:11]O)[C:2]1[CH:7]=[CH:6][CH:5]=[CH:4][CH:3]=1.O=S(Cl)[Cl:23]>C(Cl)Cl>[CH2:1]([O:8][C:9]1[CH:16]=[CH:15][C:14]([C:17]([CH3:20])([CH3:19])[CH3:18])=[CH:13][C:10]=1[CH2:11][Cl:23])[C:2]1[CH:7]=[CH:6][CH:5]=[CH:4][CH:3]=1. Procedure details: To a stirred solution of compound 4 (963 g, 3.56 mol) in anhydrous DCM (2000 mL) was added slowly SOCl2 (535 g, 4.5 mol) at 0° C. The mixture was stirred at 20° C. for 2 hours, then concentrated in vacuo to give compound 5 as an oil, which was used in the next reaction without further drying or purification. Reactants: CCOC(C)=O, CN1CCN(c2ccc([N+](=O)[O-])c(N)c2)CC1. Yields the product CN1CCN(c2ccc(N)c(N)c2)CC1. RXN SMILES: [CH3:18][CH2:19][O:20][C:21](=[O:22])[CH3:23].[CH3:1][N:2]1[CH2:3][CH2:4][N:5]([c:8]2[cH:9][cH:10][c:11]([N+:15]([O-:16])=[O:17])[c:12]([NH2:14])[cH:13]2)[CH2:6][CH2:7]1>>[CH3:1][N:2]1[CH2:3][CH2:4][N:5]([c:8]2[cH:9][cH:10][c:11]([NH2:15])[c:12]([NH2:14])[cH:13]2)[CH2:6][CH2:7]1. The reactants are C(CCCC)C1=CC=C(C=C1)C1=CC=C(C=C1)C1=C(C(=C(C=C1)C(CC)O)F)F (1-[4-(4-pentylphenyl)-phenyl]-2,3-difluoro-4(1-hydroxypropyl)-benzene), C1(=CC=C(C=C1)S(=O)(=O)O)C (p-toluenesulphonic acid). Solvent: C1(=CC=CC=C1)C (toluene). Product: C(CCCC)C1=CC=C(C=C1)C1=CC=C(C=C1)C1=C(C(=C(C=C1)C=CC)F)F (1-[4-(4-pentylphenyl)phenyl]-2,3-difluoro-4-(1-propenyl)-benzene). RXN SMILES: [CH2:1]([C:6]1[CH:11]=[CH:10][C:9]([C:12]2[CH:17]=[CH:16][C:15]([C:18]3[CH:23]=[CH:22][C:21]([CH:24](O)[CH2:25][CH3:26])=[C:20]([F:28])[C:19]=3[F:29])=[CH:14][CH:13]=2)=[CH:8][CH:7]=1)[CH2:2][CH2:3][CH2:4][CH3:5].C1(C)C=CC(S(O)(=O)=O)=CC=1>C1(C)C=CC=CC=1>[CH2:1]([C:6]1[CH:7]=[CH:8][C:9]([C:12]2[CH:17]=[CH:16][C:15]([C:18]3[CH:23]=[CH:22][C:21]([CH:24]=[CH:25][CH3:26])=[C:20]([F:28])[C:19]=3[F:29])=[CH:14][CH:13]=2)=[CH:10][CH:11]=1)[CH2:2][CH2:3][CH2:4][CH3:5]. Reported procedure: A solution of 3.2 g of 1-[4-(4-pentylphenyl)-phenyl]-2,3-difluoro-4(1-hydroxypropyl)-benzene and 0.3 g of p-toluenesulphonic acid in 70 ml of toluene is heated at reflux temperature for one hour, then cooled, washed with saturated sodium bicarbonate solution and dried over anhydrous magnesium sulphate. Evaporation of the solvent gives 1-[4-(4-pentylphenyl)phenyl]-2,3-difluoro-4-(1-propenyl)-benzene as a crude Z/E isomer mixture. Starting materials: 1-N, [OH-].[Na+] (sodium hydroxide), NRS-137KH20B, [Na] (sodium), OC(C(=O)[O-])CC(C)C (2-hydroxy-4-methylvalerate). Conditions: time 24 hour. Yields the product CC(C)C[C@@H](C(=O)O)O (L-2-hydroxy-4-methylvaleric acid), CC(CC(C(=O)O)=O)C (4-methyl-2-oxovaleric acid). RXN SMILES: [Na].[OH:2][CH:3]([CH2:7][CH:8]([CH3:10])[CH3:9])[C:4]([O-:6])=[O:5].[OH-].[Na+]>>[CH3:9][CH:8]([CH2:7][C@H:3]([OH:2])[C:4]([OH:6])=[O:5])[CH3:10].[CH3:9][CH:8]([CH3:10])[CH2:7][C:3](=[O:2])[C:4]([OH:6])=[O:5] |f:2.3,^1:0|. Procedure: A 500 ml Erlenmeyer flask provided with a baffle and containing 90 ml of medium A was inoculated with Bacillus freudenreichii NRS-137KH20B (FERM-P No. 3169, ATCC 31301) from a slant culture. The incubation was carried out for 24 hours under the conditions described in Example 1. Thereafter, 3.17 g of sodium DL-2-hydroxy-4-methylvalerate were added and the fermentation was continued for 82 hours. The substrate remaining in the fermentation broth contained 15.2 mg/ml of free L-hydroxyacid (optical... As a reaction SMILES: [CH2:1]([c:2]1[cH:3][cH:4][cH:5][cH:6][cH:7]1)[CH:8]([CH:9]([CH2:10][N:11]([O:12][CH:13]1[CH2:14][CH2:15][CH2:16][CH2:17][CH2:18]1)[S:19](=[O:20])(=[O:21])[c:22]1[cH:23][cH:24][c:25]([O:28][CH2:29][c:30]2[cH:31][cH:32][cH:33][cH:34][cH:35]2)[cH:26][cH:27]1)[OH:36])[NH:37][C:38]([O:39][CH:40]1[CH2:41][O:42][CH:43]2[O:44][CH2:45][CH2:46][CH:47]12)=[O:48].[CH3:51][CH2:52][O:53][C:54](=[O:55])[CH3:56].[H:49][H:50]>>[CH2:1]([c:2]1[cH:3][cH:4][cH:5][cH:6][cH:7]1)[CH:8]([CH:9]([CH2:10][N:11]([O:12][CH:13]1[CH2:14][CH2:15][CH2:16][CH2:17][CH2:18]1)[S:19](=[O:20])(=[O:21])[c:22]1[cH:23][cH:24][c:25]([OH:28])[cH:26][cH:27]1)[OH:36])[NH:37][C:38]([O:39][CH:40]1[CH2:41][O:42][CH:43]2[O:44][CH2:45][CH2:46][CH:47]12)=[O:48]. The reactants are O=C(NC(Cc1ccccc1)C(O)CN(OC1CCCCC1)S(=O)(=O)c1ccc(OCc2ccccc2)cc1)OC1COC2OCCC12, CCOC(C)=O, [H][H]. Product: O=C(NC(Cc1ccccc1)C(O)CN(OC1CCCCC1)S(=O)(=O)c1ccc(O)cc1)OC1COC2OCCC12. Starting materials: [N+](=[N-])=CC(CC1=CC=C(C=C1)I)=O (1-diazo-3-(4-iodophenyl)propan-2-one), C(C)O (ethanol), ClOC(C)(C)C (tert-butyl hypochlorite). Reaction conditions: temperature 0 celsius. Product: C(C)OC(C(CC1=CC=C(C=C1)I)=O)OCC (1,1-diethoxy-3-(4-iodophenyl)propan-2-one). Reaction SMILES: [N+](=[CH:3][C:4](=[O:13])[CH2:5][C:6]1[CH:11]=[CH:10][C:9]([I:12])=[CH:8][CH:7]=1)=[N-].Cl[O:15][C:16]([CH3:19])(C)C.[CH2:20]([OH:22])[CH3:21]>>[CH2:20]([O:22][CH:3]([O:15][CH2:16][CH3:19])[C:4](=[O:13])[CH2:5][C:6]1[CH:11]=[CH:10][C:9]([I:12])=[CH:8][CH:7]=1)[CH3:21]. Procedure details: Under an argon atmosphere, 1-diazo-3-(4-iodophenyl)propan-2-one (13) (1.11 g, 3.88 mmol) was dissolved in anhydrous ethanol (10 mL) and cooled to 0° C. To this was added tert-butyl hypochlorite (440 μL, 3.89 mmol) and stirred for an hour at the same temperature. After concentrating under reduced pressure, the residue was purified by silica gel flash column chromatography (n-hexane/ethyl acetate=9/1) to give 1,1-diethoxy-3-(4-iodophenyl)propan-2-one (14) as a yellow oily substance (758 mg, 2.18 m... Reactants: Cl (Hydrochloric acid), C(#N)CC(=O)NC1=CC=CC=C1 (2-cyano-N-phenylacetamide), CO\C=C\C(CC)=O ((1E)-1-methoxypent-1-en-3-one), N12CCN(CC1)CC2 (1,4-diazabicyclo[2.2.2]octane). Solvent: COCCOCCO (2-(2-methoxyethoxy)ethanol). Reaction conditions: temperature 120 celsius. Product: C(C)C1=CC=C(C(N1C1=CC=CC=C1)=O)C#N (6-ethyl-2-oxo-1-phenyl-1,2-dihydropyridine-3-carbonitrile). Yield: 27.3%. As a reaction SMILES: [C:1]([CH2:3][C:4]([NH:6][C:7]1[CH:12]=[CH:11][CH:10]=[CH:9][CH:8]=1)=[O:5])#[N:2].CO/[CH:15]=[CH:16]/[C:17](=O)[CH2:18][CH3:19].N12CCN(CC1)CC2.Cl>COCCOCCO>[CH2:18]([C:17]1[N:6]([C:7]2[CH:12]=[CH:11][CH:10]=[CH:9][CH:8]=2)[C:4](=[O:5])[C:3]([C:1]#[N:2])=[CH:15][CH:16]=1)[CH3:19]. Procedure: A solution of 2-cyano-N-phenylacetamide (1.08 g, 6.73 mmol), (1E)-1-methoxypent-1-en-3-one (1.0 g, 8.76 mmol) and 1,4-diazabicyclo[2.2.2]octane (755 mg, 6.73 mmol) in 2-(2-methoxyethoxy)ethanol (10 mL) was stirred with heating at 120° C. for 7 hr. 1N Hydrochloric acid was added to the reaction mixture, and the mixture was extracted with ethyl acetate. The organic layer was washed with saturated brine, dried over anhydrous magnesium sulfate and filtered, and the solvent was evaporated under reduc...